This data is from the Open Reaction Database (ORD), a public repository of structured organic reaction records. The task is: describe an organic reaction: reactants, conditions, products, and yield Starting materials: FC(S(=O)(=O)OS(=O)(=O)C(F)(F)F)(F)F (Trifluoromethanesulfonic anhydride), N1(CCCC2=CC=CC=C12)C=1C(NC2=CC=C(C=C2N1)C(=O)OC)=O (methyl 3-(3, 4-dihydroquinolin-1(2H)-yl)-2-oxo-1,2-dihydroquinoxaline-6-carboxylate), N1=CC=CC=C1 (pyridine). The solvent is ClCCl (dichloromethane). Run at time 8 hour. The product is N1(CCCC2=CC=CC=C12)C=1C(=NC2=CC=C(C=C2N1)C(=O)OC)OS(=O)(=O)C(F)(F)F (methyl 3-(3,4-dihydroquinolin-1(2H)-yl)-2-(trifluoromethylsulfonyloxy)quinoxaline-6-carboxylate). Reaction SMILES: [F:1][C:2]([F:15])([F:14])[S:3]([O:6]S(C(F)(F)F)(=O)=O)(=[O:5])=[O:4].[N:16]1([C:26]2[C:27](=O)[NH:28][C:29]3[C:34]([N:35]=2)=[CH:33][C:32]([C:36]([O:38][CH3:39])=[O:37])=[CH:31][CH:30]=3)[C:25]2[C:20](=[CH:21][CH:22]=[CH:23][CH:24]=2)[CH2:19][CH2:18][CH2:17]1.N1C=CC=CC=1>ClCCl>[N:16]1([C:26]2[C:27]([O:6][S:3]([C:2]([F:15])([F:14])[F:1])(=[O:5])=[O:4])=[N:28][C:29]3[C:34]([N:35]=2)=[CH:33][C:32]([C:36]([O:38][CH3:39])=[O:37])=[CH:31][CH:30]=3)[C:25]2[C:20](=[CH:21][CH:22]=[CH:23][CH:24]=2)[CH2:19][CH2:18][CH2:17]1. Procedure details: Trifluoromethanesulfonic anhydride (315.6 mg, 1.12 mmol) was added to a solution of methyl 3-(3, 4-dihydroquinolin-1(2H)-yl)-2-oxo-1,2-dihydroquinoxaline-6-carboxylate (200.0 mg, crude) and pyridine (176.8 mg, 2.24 mmol) in dichloromethane (50 ml). After stirring overnight at room temperature, the reaction was quenched with water (50 ml) and extracted with dichloromethane (3×80 ml). Then the organic layers were combined dried over anhydrous magnesium sulfate, and concentrated in vacuo to afford ... Reactants: [BH4-], COC(=O)C(=O)Cc1ccc(OCc2ccccc2)cc1[N+](=O)[O-], CCOC(C)=O, CCCCCCC, CO, [Na+]. Product: COC(=O)C(O)Cc1ccc(OCc2ccccc2)cc1[N+](=O)[O-]. Reaction SMILES: [BH4-:25].[CH3:1][O:2][C:3]([C:4]([CH2:5][c:6]1[c:7]([N+:20](=[O:21])[O-:22])[cH:8][c:9]([O:12][CH2:13][c:14]2[cH:15][cH:16][cH:17][cH:18][cH:19]2)[cH:10][cH:11]1)=[O:23])=[O:24].[CH3:27][CH2:28][O:29][C:30](=[O:31])[CH3:32].[CH3:33][CH2:34][CH2:35][CH2:36][CH2:37][CH2:38][CH3:39].[CH3:40][OH:41].[Na+:26]>>[CH3:1][O:2][C:3]([CH:4]([CH2:5][c:6]1[c:7]([N+:20](=[O:21])[O-:22])[cH:8][c:9]([O:12][CH2:13][c:14]2[cH:15][cH:16][cH:17][cH:18][cH:19]2)[cH:10][cH:11]1)[OH:23])=[O:24]. The reactants are ClC1=CC=C(C#N)C=C1 (4-Chlorobenzonitrile), FC(C1=CC=C(C=C1)B(O)O)(F)F (p-trifluoromethylphenylboronic acid), Pd(OAc)2 Ph5FcP(t-Bu)2, [F-].[K+] (KF). Run in C1CCOC1 (THF). Product: FC(C1=CC=C(C=C1)C1=CC=C(C#N)C=C1)(F)F (4-(4-trifluoromethylphenyl)benzonitrile). The yield is 96.0%. As a reaction SMILES: Cl[C:2]1[CH:9]=[CH:8][C:5]([C:6]#[N:7])=[CH:4][CH:3]=1.[F:10][C:11]([F:22])([F:21])[C:12]1[CH:17]=[CH:16][C:15](B(O)O)=[CH:14][CH:13]=1.[F-].[K+]>C1COCC1>[F:10][C:11]([F:22])([F:21])[C:12]1[CH:17]=[CH:16][C:15]([C:2]2[CH:9]=[CH:8][C:5]([C:6]#[N:7])=[CH:4][CH:3]=2)=[CH:14][CH:13]=1 |f:2.3|. Reported procedure: 4-Chlorobenzonitrile (141 mg, 1.02 mmol) reacted with p-trifluoromethylphenylboronic acid using by 1/2 mol % of Pd(OAc)2/Ph5FcP(t-Bu)2 and KF (182 mg, 3.00 mmol) in THF solvent to give the title compound (236 mg, 96%) as a white solid after recrystallization from hexane: 1H-NMR (500 MHz, CDCl3): δ 7.78 (d, 2H, J=8.23 Hz), 7.76 (d, 2H, J=8.48 Hz), 7.71 (app.d, 4H, J=8.18 Hz). 13C{1H}-NMR (100 MHz, CDCl3): δ 111.92, 118.57, 142.61, 144.09, 123.95 (q, J=270.2 Hz), 126.04 (q, J=3.6 Hz), 127.60, 127.... Starting materials: N1CCOCC1 (morpholine), C1(=CC=C(C=C1)C(CBr)=O)C1=CC=CC=C1 (1-(4-biphenylyl)-2-bromoethanone). Solvent: CCOCC (ether), CCOCC (ether), ClCCl (dichloromethane). Conditions: time 1 hour. Yields the product C1(=CC=C(C=C1)C(CN1CCOCC1)=O)C1=CC=CC=C1 (1-(4-biphenylyl)-2-(4-morpholinyl)ethanone). Yield: 100.2%. RXN SMILES: [NH:1]1[CH2:6][CH2:5][O:4][CH2:3][CH2:2]1.[C:7]1([C:17]2[CH:22]=[CH:21][CH:20]=[CH:19][CH:18]=2)[CH:12]=[CH:11][C:10]([C:13](=[O:16])[CH2:14]Br)=[CH:9][CH:8]=1>CCOCC.ClCCl>[C:7]1([C:17]2[CH:18]=[CH:19][CH:20]=[CH:21][CH:22]=2)[CH:8]=[CH:9][C:10]([C:13](=[O:16])[CH2:14][N:1]2[CH2:6][CH2:5][O:4][CH2:3][CH2:2]2)=[CH:11][CH:12]=1. Procedure details: To a cooled (0° C.) solution of morpholine (5.99 g, 68.7 mmol) in ether (20 mL) was added the solution of 1-(4-biphenylyl)-2-bromoethanone (9.47 g, 34.4 mmol) in a mixture of ether (100 mL) and dichloromethane (100 mL) dropwise at 0° C. After the addition was over, the reaction mixture was allowed to warm to room temperature and stirred at room temperature for 1 h. The mixture was concentrated under reduced pressure. The residue was dissolved in dichloromethane (150 mL) and extracted with 5% NaH... Reactants: Cl.NC1CC2=C(N(C=3C=CC(=CC23)C#N)CC2=NC=CC=C2)C1 ((±)-2-amino-4-pyridin-2-ylmethyl-1,2,3,4-tetrahydro-cyclopenta[b]indole-7-carbonitrile hydrochloride), ClCCl (dichloromethane), ClC(=O)OC(C)C (isopropyl chloroformate). The solvent is N1=CC=CC=C1 (pyridine). Run at temperature 5 celsius. The product is C(C)(C)OC(NC1CC2=C(N(C=3C=CC(=CC23)C#N)CC2=NC=CC=C2)C1)=O ((±)-(7-Cyano-4-pyridin-2-ylmethyl-1,2,3,4-tetrahydro-cyclopenta[b]indol-2-yl)-carbamic acid isopropyl ester). Isolated yield 56.9%. Reaction SMILES: Cl.[NH2:2][CH:3]1[CH2:23][C:6]2[N:7]([CH2:16][C:17]3[CH:22]=[CH:21][CH:20]=[CH:19][N:18]=3)[C:8]3[CH:9]=[CH:10][C:11]([C:14]#[N:15])=[CH:12][C:13]=3[C:5]=2[CH2:4]1.ClCCl.Cl[C:28]([O:30][CH:31]([CH3:33])[CH3:32])=[O:29]>N1C=CC=CC=1>[CH:31]([O:30][C:28](=[O:29])[NH:2][CH:3]1[CH2:23][C:6]2[N:7]([CH2:16][C:17]3[CH:22]=[CH:21][CH:20]=[CH:19][N:18]=3)[C:8]3[CH:9]=[CH:10][C:11]([C:14]#[N:15])=[CH:12][C:13]=3[C:5]=2[CH2:4]1)([CH3:33])[CH3:32] |f:0.1|. Procedure details: Add (±)-2-amino-4-pyridin-2-ylmethyl-1,2,3,4-tetrahydro-cyclopenta[b]indole-7-carbonitrile hydrochloride (35 g, 108 mmol) to a mixture of dichloromethane (350 mL) and pyridine (70 mL). Stir the mixture under nitrogen and cool to 5° C. Add isopropyl chloroformate (1M solution in toluene, 162 mL, 162 mmol). Remove the ice bath and stir the mixture at 22° C. After 16 h evaporate the solvent. Add the resulting residue to water (350 mL) and stir 2 h. Filter and dry the collected solid under vacuum at... Starting materials: CS(=O)C1=NN2C(C=C(C=C2N)C2=NC=CC=C2)=N1 (2-methanesulfinyl-7-pyridin-2-yl-[1,2,4]triazolo[1,5-a]pyridin-5-ylamine), N12CCCCCC2=NCCC1 (1,8-diazabicyclo[5.4.0]undec-7-en), N1N=CN=C1 (1,2,4-triazole). The product is N1=C(C=CC=C1)C1=CC=2N(C(=C1)N)N=C(N2)N2N=CN=C2 (7-Pyridin-2-yl-2-[1,2,4]triazol-1-yl-[1,2,4]triazolo[1,5-a]pyridin-5-ylamine). RXN SMILES: CS([C:4]1[N:19]=[C:7]2[CH:8]=[C:9]([C:13]3[CH:18]=[CH:17][CH:16]=[CH:15][N:14]=3)[CH:10]=[C:11]([NH2:12])[N:6]2[N:5]=1)=O.N12CCCN=C1CCCCC2.[NH:31]1[CH:35]=[N:34][CH:33]=[N:32]1>>[N:14]1[CH:15]=[CH:16][CH:17]=[CH:18][C:13]=1[C:9]1[CH:10]=[C:11]([NH2:12])[N:6]2[N:5]=[C:4]([N:31]3[CH:35]=[N:34][CH:33]=[N:32]3)[N:19]=[C:7]2[CH:8]=1. Procedure details: The title compound, MS m/e (%):279 (M+H+,100), was prepared in accordance with the method of example 339b) from 2-methanesulfinyl-7-pyridin-2-yl-[1,2,4]triazolo[1,5-a]pyridin-5-ylamine and 1,8-diazabicyclo[5.4.0]undec-7-en in 1,2,4-triazole at 130° C. Reactants: Cl.CN(S(=O)(=O)C=1C=C(C(=O)Cl)C=CC1N1CCN(CC1)C)C (3-dimethylsulfamoyl-4-(4-methylpiperazine-1-yl)-benzoylchloride-hydrochloride), C(C)NCC (diethylamine). Solvent: O1CCCC1 (tetrahydrofurane), O1CCCC1 (tetrahydrofurane). Run at time 30 minute. Product: C(C)N(C(C1=CC(=C(C=C1)N1CCN(CC1)C)S(N(C)C)(=O)=O)=O)CC (3-Dimethylsulfamoyl-4-(4-methylpiperazine-1-yl)-benzoic acid-diethylamide). RXN SMILES: Cl.[CH3:2][N:3]([CH3:23])[S:4]([C:7]1[CH:8]=[C:9]([CH:13]=[CH:14][C:15]=1[N:16]1[CH2:21][CH2:20][N:19]([CH3:22])[CH2:18][CH2:17]1)[C:10](Cl)=[O:11])(=[O:6])=[O:5].[CH2:24]([NH:26][CH2:27][CH3:28])[CH3:25]>O1CCCC1>[CH2:24]([N:26]([CH2:27][CH3:28])[C:10](=[O:11])[C:9]1[CH:13]=[CH:14][C:15]([N:16]2[CH2:21][CH2:20][N:19]([CH3:22])[CH2:18][CH2:17]2)=[C:7]([S:4](=[O:6])(=[O:5])[N:3]([CH3:23])[CH3:2])[CH:8]=1)[CH3:25] |f:0.1|. Reported procedure: 40 Grams of 3-dimethylsulfamoyl-4-(4-methylpiperazine-1-yl)-benzoylchloride-hydrochloride (0.1 mole) were introduced portionwise, while stirring at room temperature, into a solution of 20 g of diethylamine in 0.4 l of tetrahydrofurane. After the addition had been completed, the mixture was stirred for another 30 minutes at room temperature, and subsequently the tetrahydrofurane was completely eliminated in vacuo. The evaporation residue crystallized when triturated with 0.2 l of water, and, afte...